This data is from the Open Reaction Database (ORD), a public repository of structured organic reaction records. The task is: describe an organic reaction: reactants, conditions, products, and yield The reactants are N(=O)[O-].[Na+] (Sodium nitrite), [OH-].[Na+] (NaOH), ClC1=NC=CC(=C1)N (2-Chloro-pyridin-4-ylamine), Cl[Sn]Cl (SnCl2). Solvent: O (water), Cl (HCl), Cl (HCl), Cl (HCl), N1=CC=CC=C1 (pyridine). Conditions: temperature 2.5 celsius, time 2 hour. Product: ClC1=NC=CC(=C1)NN ((2-Chloro-pyridin-4-yl)-hydrazine). Yield: 17.9%. RXN SMILES: [Cl:1][C:2]1[CH:7]=[C:6]([NH2:8])[CH:5]=[CH:4][N:3]=1.[N:9]([O-])=O.[Na+].Cl[Sn]Cl.[OH-].[Na+]>Cl.O.N1C=CC=CC=1>[Cl:1][C:2]1[CH:7]=[C:6]([NH:8][NH2:9])[CH:5]=[CH:4][N:3]=1 |f:1.2,4.5|. Procedure: 2-Chloro-pyridin-4-ylamine, (2 g, 15.6 mmol), was dissolved in 20 mL 1M HCl and 4 mL conc. HCl and cooled to 0° C. Sodium nitrite, (1 g, 17 mmol), was dissolved in 2 mL water and added dropwise to the pyridine solution. The mixture was stirred at 0-5° C. for 2 h and then added dropwise to a suspension of SnCl2 in 35 mL conc.HCl at 0° C. The mixture was stirred at 0° C. for 1 hand then the pH carefully raised to pH9-10 with NaOH, using efficient cooling and stirring. The aqueous mixture was extra... The reactants are CN(C)C=O, CS(=O)(=O)Nc1cc2occ(NC(=O)CCCCl)c(=O)c2cc1Oc1ccccc1, [H-], [Na+]. The product is CS(=O)(=O)Nc1cc2occ(N3CCCC3=O)c(=O)c2cc1Oc1ccccc1. RXN SMILES: [CH3:33][N:34]([CH3:35])[CH:36]=[O:37].[Cl:1][CH2:2][CH2:3][CH2:4][C:5](=[O:6])[NH:7][c:8]1[cH:9][o:10][c:11]2[c:12]([c:13]1=[O:14])[cH:15][c:16]([O:24][c:25]1[cH:26][cH:27][cH:28][cH:29][cH:30]1)[c:17]([NH:19][S:20](=[O:21])(=[O:22])[CH3:23])[cH:18]2.[H-:31].[Na+:32]>>[CH2:2]1[CH2:3][CH2:4][C:5](=[O:6])[N:7]1[c:8]1[cH:9][o:10][c:11]2[c:12]([c:13]1=[O:14])[cH:15][c:16]([O:24][c:25]1[cH:26][cH:27][cH:28][cH:29][cH:30]1)[c:17]([NH:19][S:20](=[O:21])(=[O:22])[CH3:23])[cH:18]2. Reactants: O=C([O-])[O-], CCOCCn1c(CN2CCCNCC2)nc2ccccc21, CCC(C)=O, ClCCCCn1cccc1, [I-], [K+], [K+], [Na+]. The product is CCOCCn1c(CN2CCCN(CCCCn3cccc3)CC2)nc2ccccc21. RXN SMILES: [C:33](=[O:34])([O-:35])[O-:36].[CH2:1]([CH3:2])[O:3][CH2:4][CH2:5][n:6]1[c:7]([CH2:15][N:16]2[CH2:17][CH2:18][NH:19][CH2:20][CH2:21][CH2:22]2)[n:8][c:9]2[c:10]1[cH:11][cH:12][cH:13][cH:14]2.[CH2:41]([C:42]([CH3:43])=[O:44])[CH3:45].[Cl:23][CH2:24][CH2:25][CH2:26][CH2:27][n:28]1[cH:29][cH:30][cH:31][cH:32]1.[I-:40].[K+:37].[K+:38].[Na+:39]>>[CH2:1]([CH3:2])[O:3][CH2:4][CH2:5][n:6]1[c:7]([CH2:15][N:16]2[CH2:17][CH2:18][N:19]([CH2:24][CH2:25][CH2:26][CH2:27][n:28]3[cH:29][cH:30][cH:31][cH:32]3)[CH2:20][CH2:21][CH2:22]2)[n:8][c:9]2[c:10]1[cH:11][cH:12][cH:13][cH:14]2. Starting materials: CC(C)(C)ON, ClCCl, COc1ccc(S(=O)(=O)N(Cc2ccccc2)C2(C(=O)O)CCN(Cc3ccccc3)CC2)cc1, CN1CCOCC1, CCN=C=NCCCN(C)C, Cl, Cl, O. Product: COc1ccc(S(=O)(=O)N(Cc2ccccc2)C2(C(=O)NOC(C)(C)C)CCN(Cc3ccccc3)CC2)cc1. As a reaction SMILES: [C:44]([CH3:45])([CH3:46])([CH3:47])[O:48][NH2:49].[CH2:62]([Cl:63])[Cl:64].[CH3:1][O:2][c:3]1[cH:4][cH:5][c:6]([S:9](=[O:10])(=[O:11])[N:12]([C:13]2([C:26](=[O:27])[OH:28])[CH2:14][CH2:15][N:16]([CH2:19][c:20]3[cH:21][cH:22][cH:23][cH:24][cH:25]3)[CH2:17][CH2:18]2)[CH2:29][c:30]2[cH:31][cH:32][cH:33][cH:34][cH:35]2)[cH:7][cH:8]1.[CH3:36][N:37]1[CH2:38][CH2:39][O:40][CH2:41][CH2:42]1.[CH3:51][N:52]([CH2:53][CH2:54][CH2:55][N:56]=[C:57]=[N:58][CH2:59][CH3:60])[CH3:61].[ClH:43].[ClH:50].[OH2:65]>>[CH3:1][O:2][c:3]1[cH:4][cH:5][c:6]([S:9](=[O:10])(=[O:11])[N:12]([C:13]2([C:26](=[O:27])[NH:49][O:48][C:44]([CH3:45])([CH3:46])[CH3:47])[CH2:14][CH2:15][N:16]([CH2:19][c:20]3[cH:21][cH:22][cH:23][cH:24][cH:25]3)[CH2:17][CH2:18]2)[CH2:29][c:30]2[cH:31][cH:32][cH:33][cH:34][cH:35]2)[cH:7][cH:8]1.